This data is from the Open Reaction Database (ORD), a public repository of structured organic reaction records. The task is: describe an organic reaction: reactants, conditions, products, and yield The reactants are COc1ccc2cc(C(=O)O)ccc2c1, CO, C[Si](C)(C)C=[N+]=[N-], c1ccccc1. Product: COC(=O)c1ccc2cc(OC)ccc2c1. Reaction SMILES: [CH3:1][O:2][c:3]1[cH:4][c:5]2[cH:6][cH:7][c:8]([C:13](=[O:14])[OH:15])[cH:9][c:10]2[cH:11][cH:12]1.[CH3:29][OH:30].[Si:16]([CH3:17])([CH:18]=[N+:19]=[N-:20])([CH3:21])[CH3:22].[cH:23]1[cH:24][cH:25][cH:26][cH:27][cH:28]1>>[CH3:1][O:2][c:3]1[cH:4][c:5]2[cH:6][cH:7][c:8]([C:13]([O:14][CH3:17])=[O:15])[cH:9][c:10]2[cH:11][cH:12]1. The reactants are C(#N)C=1C=C(C=C(C1)F)C1=NOC(=N1)C1=NC=CC=C1 (3-(3-Cyano-5-fluorophenyl)-5-(2-Pyridyl)-1,2,4-oxadiazole), C([O-])([O-])=O.[K+].[K+] (potassium carbonate), N1C=NC=C1 (imidazole), CN(C=O)C (dimethylformamide). Solvent: C(Cl)(Cl)Cl (chloroform). The product is C(#N)C=1C=C(C=C(C1)N1C=NC=C1)C1=NOC(=N1)C1=NC=CC=C1 (3-(3-Cyano-5-(1H-imidazol-1-yl)phenyl)-5-(2-pyridyl)-1,2,4-oxadiazole). Reaction SMILES: [C:1]([C:3]1[CH:4]=[C:5]([C:10]2[N:14]=[C:13]([C:15]3[CH:20]=[CH:19][CH:18]=[CH:17][N:16]=3)[O:12][N:11]=2)[CH:6]=[C:7](F)[CH:8]=1)#[N:2].C(=O)([O-])[O-].[K+].[K+].[NH:27]1[CH:31]=[CH:30][N:29]=[CH:28]1.CN(C)C=O>C(Cl)(Cl)Cl>[C:1]([C:3]1[CH:4]=[C:5]([C:10]2[N:14]=[C:13]([C:15]3[CH:20]=[CH:19][CH:18]=[CH:17][N:16]=3)[O:12][N:11]=2)[CH:6]=[C:7]([N:27]2[CH:31]=[CH:30][N:29]=[CH:28]2)[CH:8]=1)#[N:2] |f:1.2.3|. Procedure: In a screw cap vial equipped with stir bar added 3-(3-Cyano-5-fluorophenyl)-5-(2-Pyridyl)-1,2,4-oxadiazole (20 mg, 0.08 mmol), potassium carbonate (20.8 mg, 0.15 mmol), imidazole (7.7 mg, 0.11 mmol) and dimethylformamide (1 ml). Stirred the resulting mixture at 120° C. for 2 h. The reaction mixture was diluted with chloroform (30 ml) and washed with water (30 ml). The aqueous phase was re-extracted with chloroform (30 ml) and the combined organic phase was dried (sodium sulfate), filtered and co... Yields the product O=C1CC(c2ccc(COCc3ccc(Oc4ccccc4)cc3)cc2)S(=O)(=O)N1. RXN SMILES: [BH4-:1].[Li+:2].[O:33]1[CH2:34][CH2:35][CH2:36][CH2:37]1.[O:3]([c:4]1[cH:5][cH:6][cH:7][cH:8][cH:9]1)[c:10]1[cH:11][cH:12][c:13]([CH2:14][O:15][CH2:16][c:17]2[cH:18][cH:19][c:20]([C:23]3=[CH:24][C:25](=[O:30])[NH:26][S:27]3(=[O:28])=[O:29])[cH:21][cH:22]2)[cH:31][cH:32]1>>[O:3]([c:4]1[cH:5][cH:6][cH:7][cH:8][cH:9]1)[c:10]1[cH:11][cH:12][c:13]([CH2:14][O:15][CH2:16][c:17]2[cH:18][cH:19][c:20]([CH:23]3[CH2:24][C:25](=[O:30])[NH:26][S:27]3(=[O:28])=[O:29])[cH:21][cH:22]2)[cH:31][cH:32]1. Starting materials: [BH4-], [Li+], C1CCOC1, O=C1C=C(c2ccc(COCc3ccc(Oc4ccccc4)cc3)cc2)S(=O)(=O)N1. Reactants: CN(C)C1=NC=CC=C1 (Dimethylaminopyridine), CCS(=O)C1=C(C(=O)C=2NC=CC2)C=CC=C1 (2-(2-ethylsulfinyl)benzoyl pyrrole). Run in C1(=CC=CC=C1)C (toluene). Run at time 29 hour. Yields the product C1=CC=C2SC3=C(C(N21)=O)C=CC=C3 (pyrrolo(2,1-b)-(1,3)benzothiazin-9-one), pyrrolo(1,2-b)-(1,2)benzo-thiazin-10-one. The yield is 46.0%. As a reaction SMILES: C[N:2]([C:4]1[CH:9]=CC=CN=1)C.[CH3:10][CH2:11][S:12]([C:14]1[CH:26]=[CH:25][CH:24]=[CH:23][C:15]=1[C:16](C1NC=CC=1)=[O:17])=O>C1(C)C=CC=CC=1>[CH:4]1[N:2]2[C:11]([S:12][C:14]3[CH:26]=[CH:25][CH:24]=[CH:23][C:15]=3[C:16]2=[O:17])=[CH:10][CH:9]=1. Reported procedure: Dimethylaminopyridine (0.123 g, 1 mmol, 0.1 eq), 2-(2-ethylsulfinyl)benzoyl pyrrole (2.5 g, 10.1 mmol) and toluene (115 mL) are combined and refluxed with stirring in a flask covered with foil (to exclude light) for 29 hours, at which time the solvent is removed, in vacuo. The resulting crude solid is chromatographed to give 110 mg of comprising pyrrolo(2,1-b)-(1,3)benzothiazin-9-one (20 percent), 514 mg of pyrrolo(1,2-b)-(1,2)benzo-thiazin-10-one (46 percent) and 1.11 g of unreacted starting ma... Reactants: C(C1=CC=CC=C1)S(=O)C1=CC(=NC=2N1N=CC2C=C2C(NC(N2)=O)=O)NC2=CC(=CC=C2)Cl (5-((7-(benzylsulfinyl)-5-(3-chlorophenylamino)pyrazolo[1,5-a]pyrimidin-3-yl)methylene)imidazolidine-2,4-dione), NCCO (2-aminoethanol), O (Water). The solvent is CN1CCCC1=O (NMP). Conditions: temperature 120 celsius. Product: ClC=1C=C(C=CC1)NC1=NC=2N(C(=C1)NCCO)N=CC2C=C2C(NC(N2)=O)=O (5-((5-(3-chlorophenylamino)-7-(2-hydroxyethylamino)pyrazolo[1,5-a]pyrimidin-3-yl)methylene)imidazolidine-2,4-dione). Reaction SMILES: C(S([C:10]1[N:15]2[N:16]=[CH:17][C:18]([CH:19]=[C:20]3[NH:24][C:23](=[O:25])[NH:22][C:21]3=[O:26])=[C:14]2[N:13]=[C:12]([NH:27][C:28]2[CH:33]=[CH:32][CH:31]=[C:30]([Cl:34])[CH:29]=2)[CH:11]=1)=O)C1C=CC=CC=1.[NH2:35][CH2:36][CH2:37][OH:38].O>CN1C(=O)CCC1>[Cl:34][C:30]1[CH:29]=[C:28]([NH:27][C:12]2[CH:11]=[C:10]([NH:35][CH2:36][CH2:37][OH:38])[N:15]3[N:16]=[CH:17][C:18]([CH:19]=[C:20]4[NH:24][C:23](=[O:25])[NH:22][C:21]4=[O:26])=[C:14]3[N:13]=2)[CH:33]=[CH:32][CH:31]=1. Procedure: To 5-((7-(benzylsulfinyl)-5-(3-chlorophenylamino)pyrazolo[1,5-a]pyrimidin-3-yl)methylene)imidazolidine-2,4-dione (15 mg, 0.0304 mmol) in NMP was added 2-aminoethanol (14.6 μL, 0.242 mmol). The mixture was heated in the microwave at 120° C. for 20 minutes. Water was added to the reaction mixture and the precipitate was collected by filtration. The precipitate was washed with methanol to yield 5-((5-(3-chlorophenylamino)-7-(2-hydroxyethylamino)pyrazolo[1,5-a]pyrimidin-3-yl)methylene)imidazolidine-...